From a dataset of the Open Reaction Database (ORD), a public repository of structured organic reaction records. describe an organic reaction: reactants, conditions, products, and yield Starting materials: [C-]#N, CC(=O)O, CCOC(=O)c1ccc(C=O)[nH]1, CCO, [K+], O=[Mn]=O. The product is CCOC(=O)c1ccc(C(=O)OCC)[nH]1. RXN SMILES: [C-:13]#[N:14].[C:16]([CH3:17])(=[O:18])[OH:19].[CH2:1]([CH3:2])[O:3][C:4](=[O:5])[c:6]1[nH:7][c:8]([CH:11]=[O:12])[cH:9][cH:10]1.[CH3:20][CH2:21][OH:22].[K+:15].[O:23]=[Mn:24]=[O:25]>>[CH2:1]([CH3:2])[O:3][C:4](=[O:5])[c:6]1[nH:7][c:8]([C:11](=[O:12])[O:18][CH2:16][CH3:17])[cH:9][cH:10]1. The reactants are S(=O)(Cl)Cl (thionyl chloride), C1(CC1)C(CC1=C(C=CC=C1)[N+](=O)[O-])O (1-cyclopropyl-2-(2-nitrophenyl)ethanol), S(=O)(Cl)Cl (thionyl chloride). Solvent: C1(=CC=CC=C1)C (toluene). Conditions: time 45 minute. The product is ClC(CC1=C(C=CC=C1)[N+](=O)[O-])C1CC1 (1-(2-Chloro-2-cyclopropylethyl)-2-nitrobenzene). As a reaction SMILES: [CH:1]1([CH:4](O)[CH2:5][C:6]2[CH:11]=[CH:10][CH:9]=[CH:8][C:7]=2[N+:12]([O-:14])=[O:13])[CH2:3][CH2:2]1.S(Cl)([Cl:18])=O>C1(C)C=CC=CC=1>[Cl:18][CH:4]([CH:1]1[CH2:3][CH2:2]1)[CH2:5][C:6]1[CH:11]=[CH:10][CH:9]=[CH:8][C:7]=1[N+:12]([O-:14])=[O:13]. Reported procedure: To 4 g (18.5 mmol; purity 96%) of 1-cyclopropyl-2-(2-nitrophenyl)ethanol in 50 ml of toluene are added, at room temperature, 2.3 g (19.5 mmol) of thionyl chloride, and then the mixture is stirred at 80° C. for 0.5 h. Then another 460 mg of thionyl chloride are added and the mixture is stirred at room temperature for a further 45 minutes. Reactants: C(#N)C1=C(C(=C(C=C1)C=1C=NN(C1O)C1=NC=C(C(=O)O)C=C1)C)F (6-(4-(4-cyano-3-fluoro-2-methylphenyl)-5-hydroxy-1H-pyrazol-1-yl)nicotinic acid), C1[C@@H]2N(CCN1)CCC2 ((R)-octahydropyrrolo[1,2-a]pyrazine). RXN SMILES: [C:1]([C:3]1[CH:8]=[CH:7][C:6]([C:9]2[CH:10]=[N:11][N:12]([C:15]3[CH:23]=[CH:22][C:18]([C:19](O)=[O:20])=[CH:17][N:16]=3)[C:13]=2[OH:14])=[C:5]([CH3:24])[C:4]=1[F:25])#[N:2].[CH2:26]1[NH:31][CH2:30][CH2:29][N:28]2[CH2:32][CH2:33][CH2:34][C@H:27]12>>[F:25][C:4]1[C:5]([CH3:24])=[C:6]([C:9]2[CH:10]=[N:11][N:12]([C:15]3[CH:23]=[CH:22][C:18]([C:19]([N:31]4[CH2:30][CH2:29][N:28]5[CH2:32][CH2:33][CH2:34][C@@H:27]5[CH2:26]4)=[O:20])=[CH:17][N:16]=3)[C:13]=2[OH:14])[CH:7]=[CH:8][C:3]=1[C:1]#[N:2]. Yields the product FC1=C(C#N)C=CC(=C1C)C=1C=NN(C1O)C1=NC=C(C=C1)C(=O)N1C[C@@H]2N(CC1)CCC2 ((R)-2-fluoro-4-(5-hydroxy-1-(5-(octahydropyrrolo[1,2-a]pyrazine-2-carbonyl)pyridin-2-yl)-1H-pyrazol-4-yl)-3-methylbenzonitrile). Reported procedure: The title compound was prepared in a manner similar to Example 303 using 6-(4-(4-cyano-3-fluoro-2-methylphenyl)-5-hydroxy-1H-pyrazol-1-yl)nicotinic acid and (R)-octahydropyrrolo[1,2-a]pyrazine. 1H NMR (400 MHz, DMSO-d6) δ ppm 2.08 (s, 4H) 2.33 (d, J=2.53 Hz, 3H) 2.81-4.24 (m, 9H) 7.64 (br. s., 1H) 7.75 (t, J=7.45 Hz, 1H) 7.95-8.83 (m, 4H). ESI-MS m/z [M+H]+ 447.3.